Task: describe an organic reaction: reactants, conditions, products, and yield. Dataset: the Open Reaction Database (ORD), a public repository of structured organic reaction records The reactants are ClCCl, Cl, CC(C)(C)OC(=O)N1Cc2ccccc2C2(CCN(C(=O)C=Cc3ccccc3C(F)(F)F)CC2)C1, C1COCCO1. Product: Cl, O=C(C=Cc1ccccc1C(F)(F)F)N1CCC2(CC1)CNCc1ccccc12. RXN SMILES: [Cl:38][CH2:39][Cl:40].[ClH:37].[F:1][C:2]([c:3]1[c:4]([CH:9]=[CH:10][C:11](=[O:12])[N:13]2[CH2:14][CH2:15][C:16]3([CH2:17][N:18]([C:26]([O:27][C:28]([CH3:29])([CH3:30])[CH3:31])=[O:32])[CH2:19][c:20]4[cH:21][cH:22][cH:23][cH:24][c:25]43)[CH2:33][CH2:34]2)[cH:5][cH:6][cH:7][cH:8]1)([F:35])[F:36].[O:41]1[CH2:42][CH2:43][O:44][CH2:45][CH2:46]1>>[ClH:37].[F:1][C:2]([c:3]1[c:4]([CH:9]=[CH:10][C:11](=[O:12])[N:13]2[CH2:14][CH2:15][C:16]3([CH2:17][NH:18][CH2:19][c:20]4[cH:21][cH:22][cH:23][cH:24][c:25]43)[CH2:33][CH2:34]2)[cH:5][cH:6][cH:7][cH:8]1)([F:35])[F:36]. Starting materials: C(C1CO1)OC1=CC=C(C=C1)OCC1=CC=CC=C1 (4-Benzyloxyphenyl glycidyl ether), CC1=C(C(=CC=C1)C)NCCN (N-(2,6-dimethylphenyl)-ethylenediamine), 50 II. Product: C(C1=CC=CC=C1)OC1=CC=C(OCC(CNCCNC2=C(C=CC=C2C)C)O)C=C1 (1-(4-Benzyloxyphenoxy)-3-[2-(2,6-dimethylphenylamino)-ethylamino]-propan-2-ol). As a reaction SMILES: [CH2:1]([O:5][C:6]1[CH:11]=[CH:10][C:9]([O:12][CH2:13][C:14]2[CH:19]=[CH:18][CH:17]=[CH:16][CH:15]=2)=[CH:8][CH:7]=1)[CH:2]1[O:4][CH2:3]1.[CH3:20][C:21]1[CH:26]=[CH:25][CH:24]=[C:23]([CH3:27])[C:22]=1[NH:28][CH2:29][CH2:30][NH2:31]>>[CH2:13]([O:12][C:9]1[CH:10]=[CH:11][C:6]([O:5][CH2:1][CH:2]([OH:4])[CH2:3][NH:31][CH2:30][CH2:29][NH:28][C:22]2[C:23]([CH3:27])=[CH:24][CH:25]=[CH:26][C:21]=2[CH3:20])=[CH:7][CH:8]=1)[C:14]1[CH:19]=[CH:18][CH:17]=[CH:16][CH:15]=1. Procedure details: 5.12 g. 4-Benzyloxyphenyl glycidyl ether and 6.56 g. N-(2,6-dimethylphenyl)-ethylenediamine are heated for 20 hours at 70° C., while stirring. The reaction mixture is worked up by ion exchanger chromatography, using "Amberlite" CG 50 II pract. (Serva) in the manner described in Example 5. There are obtained 6.8 g. (81% of theory) of the desired product in the form of a light colored, viscous oil. Starting materials: S(=O)(=O)(OC)OC (dimethyl sulfate), CCOCC (Ether), NC=1SC2=C(N1)C(=CC=C2)Cl (2-amino-4-chlorobenzothiazole), [OH-].[Na+] (sodium hydroxide). Reagents/catalysts: [OH-].C(CCC)[N+](CCCC)(CCCC)CCCC (tetrabutylammonium hydroxide). Solvent: C1(=CC=CC=C1)C (toluene), O (water), O (water). Conditions: time 4.5 hour. Yields the product ClC1=C(N)C(=CC=C1)SC (2-Chloro-6-methylthioaniline). Reaction SMILES: N[C:2]1[S:3][C:4]2[CH:10]=[CH:9][CH:8]=[C:7]([Cl:11])[C:5]=2[N:6]=1.[OH-].[Na+].S(OC)(OC)(=O)=O.CCOCC>O.[OH-].C([N+](CCCC)(CCCC)CCCC)CCC.C1(C)C=CC=CC=1>[Cl:11][C:7]1[CH:8]=[CH:9][CH:10]=[C:4]([S:3][CH3:2])[C:5]=1[NH2:6] |f:1.2,6.7|. Reported procedure: A mixture of 36.0 g (196 mmol) of 2-amino-4-chlorobenzothiazole, 108 g (2.8 mmol) of sodium hydroxide, and 480 mL of water was heated at reflux with stirring for 4.5 hours. The resulting mixture was cooled and diluted with 180 mL of water. Six drops of tetrabutylammonium hydroxide were added and then 22.5 mL (235 mmol) of dimethyl sulfate dissolved in 50 mL of toluene was added dropwise over a 20-min period with stirring. The mixture was stirred another 30 min at ambient temperature. Ether was a... Reactants: BrC=1C=C(C=CC1)C(C(C)C)(O)C=1N=CN(C1)C(C1=CC=CC=C1)(C1=CC=CC=C1)C1=CC=CC=C1 (1-(3-bromophenyl)-(1-trityl-1H-imidazol-4-yl)-2-methyl-1-propanol), FC=1C=C(C=CC1)B(O)O (3-fluorophenylboronic acid), C([O-])([O-])=O.[Na+].[Na+] (sodium carbonate). The reagents and catalysts are C=1C=CC(=CC1)[P](C=2C=CC=CC2)(C=3C=CC=CC3)[Pd]([P](C=4C=CC=CC4)(C=5C=CC=CC5)C=6C=CC=CC6)([P](C=7C=CC=CC7)(C=8C=CC=CC8)C=9C=CC=CC9)[P](C=1C=CC=CC1)(C=1C=CC=CC1)C=1C=CC=CC1 (tetrakis(triphenylphosphine)palladium(0)). Yields the product FC=1C=C(C=CC1)C1=CC(=CC=C1)C(C(C)C)(O)C=1N=CN(C1)C(C1=CC=CC=C1)(C1=CC=CC=C1)C1=CC=CC=C1 (1-(3′-fluoro[1,1′-biphenyl]-3-yl)-1-(1-trityl-1H-imidazol-4-yl)-2-methyl-1-propanol). The yield is 94.7%. Reaction SMILES: Br[C:2]1[CH:3]=[C:4]([C:8]([C:13]2[N:14]=[CH:15][N:16]([C:18]([C:31]3[CH:36]=[CH:35][CH:34]=[CH:33][CH:32]=3)([C:25]3[CH:30]=[CH:29][CH:28]=[CH:27][CH:26]=3)[C:19]3[CH:24]=[CH:23][CH:22]=[CH:21][CH:20]=3)[CH:17]=2)([OH:12])[CH:9]([CH3:11])[CH3:10])[CH:5]=[CH:6][CH:7]=1.[F:37][C:38]1[CH:39]=[C:40](B(O)O)[CH:41]=[CH:42][CH:43]=1.C(=O)([O-])[O-].[Na+].[Na+]>C1C=CC([P]([Pd]([P](C2C=CC=CC=2)(C2C=CC=CC=2)C2C=CC=CC=2)([P](C2C=CC=CC=2)(C2C=CC=CC=2)C2C=CC=CC=2)[P](C2C=CC=CC=2)(C2C=CC=CC=2)C2C=CC=CC=2)(C2C=CC=CC=2)C2C=CC=CC=2)=CC=1>[F:37][C:38]1[CH:43]=[C:42]([C:2]2[CH:7]=[CH:6][CH:5]=[C:4]([C:8]([C:13]3[N:14]=[CH:15][N:16]([C:18]([C:25]4[CH:26]=[CH:27][CH:28]=[CH:29][CH:30]=4)([C:19]4[CH:24]=[CH:23][CH:22]=[CH:21][CH:20]=4)[C:31]4[CH:36]=[CH:35][CH:34]=[CH:33][CH:32]=4)[CH:17]=3)([OH:12])[CH:9]([CH3:11])[CH3:10])[CH:3]=2)[CH:41]=[CH:40][CH:39]=1 |f:2.3.4,^1:56,58,77,96|. Procedure details: By the reaction in the same manner as in Example 4-(ii) using 1-(3-bromophenyl)-(1-trityl-1H-imidazol-4-yl)-2-methyl-1-propanol (2.62 g), 3-fluorophenylboronic acid (1.09 g), 2M aqueous sodium carbonate solution (19.5 ml) and tetrakis(triphenylphosphine)palladium(0) (281 mg), the yellow amorphous title compound (2.55 g) was obtained. As a reaction SMILES: [C:19]([CH2:20][CH3:21])(=[O:22])[Cl:23].[C:8]([CH2:9][C:10](=[O:11])[O:12][CH2:13][CH3:14])(=[O:15])[O:16][CH2:17][CH3:18].[CH3:1][CH2:2][O-:3].[CH3:30][c:31]1[cH:32][cH:33][cH:34][cH:35][cH:36]1.[CH3:5][CH2:6][O-:7].[ClH:24].[Mg+2:4].[Na+:29].[O-:25][C:26]([OH:27])=[O:28]>>[C:8]([CH:9]([C:10](=[O:11])[O:12][CH2:13][CH3:14])[C:19]([CH2:20][CH3:21])=[O:22])(=[O:15])[O:16][CH2:17][CH3:18]. The reactants are CCC(=O)Cl, CCOC(=O)CC(=O)OCC, CC[O-], Cc1ccccc1, CC[O-], Cl, [Mg+2], [Na+], O=C([O-])O. The product is CCOC(=O)C(C(=O)CC)C(=O)OCC.